This data is from the Open Reaction Database (ORD), a public repository of structured organic reaction records. The task is: describe an organic reaction: reactants, conditions, products, and yield The reactants are CN1CCNCC1 (1-methyl-piperazine), C(CCCCCCCCC)Cl (decyl chloride), [OH-].[Na+] (sodium hydroxide). Run in O (water), C(C(C)C)O (isobutanol). Conditions: temperature 150 celsius. The product is CN1CCN(CC1)CCCCCCCCCC (1-methyl-4-decyl-piperazine). The yield is 74.9%. Reaction SMILES: [CH3:1][N:2]1[CH2:7][CH2:6][NH:5][CH2:4][CH2:3]1.[CH2:8](Cl)[CH2:9][CH2:10][CH2:11][CH2:12][CH2:13][CH2:14][CH2:15][CH2:16][CH3:17].[OH-].[Na+]>O.C(O)C(C)C>[CH3:1][N:2]1[CH2:7][CH2:6][N:5]([CH2:8][CH2:9][CH2:10][CH2:11][CH2:12][CH2:13][CH2:14][CH2:15][CH2:16][CH3:17])[CH2:4][CH2:3]1 |f:2.3|. Procedure details: 100 g (1 mole) of 1-methyl-piperazine and 176.5 g (1 mole) of decyl chloride were heated under reflux, at an external temperature of 150° C, until the reaction mixture had ceased boiling. After cooling, the solid product was extracted by shaking with a mixture with 40 g (1 mole) of sodium hydroxide in 500 ml of water and 500 ml of isobutanol. The organic phase was separated off and concentrated, and the residue was extracted with petroleum ether. After evaporating the petroleum ether solution, 1... The reactants are ClC1=NC2=CC=C(C=C2N=C1OC)OC (2-chloro-3,6-dimethoxyquinoxaline), O.NN (hydrazine hydrate), O.NN (hydrazine hydrate), O.NN (hydrazine hydrate). Solvent: C(C)O (ethanol). Conditions: temperature 50 celsius. Yields the product COC=1C(=NC2=CC=C(C=C2N1)OC)NN (3,6-dimethoxy-2-hydrazinoquinoxaline). RXN SMILES: Cl[C:2]1[C:11]([O:12][CH3:13])=[N:10][C:9]2[C:4](=[CH:5][CH:6]=[C:7]([O:14][CH3:15])[CH:8]=2)[N:3]=1.O.[NH2:17][NH2:18]>C(O)C>[CH3:13][O:12][C:11]1[C:2]([NH:17][NH2:18])=[N:3][C:4]2[C:9]([N:10]=1)=[CH:8][C:7]([O:14][CH3:15])=[CH:6][CH:5]=2 |f:1.2|. Procedure details: A mixture consisting of 5 g. (0.022 mole) of 2-chloro-3,6-dimethoxyquinoxaline and 2.8 g. (0.056 mole) of hydrazine hydrate (2.7 ml.) in 75 ml. of ethanol was heated at 50° C. overnight. Upon completion of this step, a further 1.0 ml. of hydrazine hydrate was added to the mixture and the resulting mixture was heated at 50° C. for a period of six hours. At this point, another 1.0 ml. of hydrazine hydrate was added and the final reaction mixture was heated at 50° C. overnight prior to being cooled... Starting materials: [H-].[H-].[H-].[H-].[Li+].[Al+3] (LiAlH4), C(C)(C)(C)OC(=O)N1C[C@@H](CC1)N1C(C2=CC=C(C=C2C1=O)Cl)=O ((R)-3-(5-Chloro-1,3-dioxo-1,3-dihydro-isoindol-2-yl)-pyrrolidine-1-carboxylic acid tert-butyl ester), [Al+3].[Cl-].[Cl-].[Cl-] (AlCl3). Solvent: CCOCC (ether). Conditions: temperature 0 celsius. The product is C(C)(C)(C)OC(=O)N1C[C@@H](CC1)N1CC2=CC=C(C=C2C1)Cl ((R)-3-(5-Chloro-1,3-dihydro-isoindol-2-yl)-pyrrolidine-1-carboxylic acid tert-butyl ester). Isolated yield 41.3%. As a reaction SMILES: [C:1]([O:5][C:6]([N:8]1[CH2:12][CH2:11][C@@H:10]([N:13]2[C:21](=O)[C:20]3[C:15](=[CH:16][CH:17]=[C:18]([Cl:23])[CH:19]=3)[C:14]2=O)[CH2:9]1)=[O:7])([CH3:4])([CH3:3])[CH3:2].[H-].[H-].[H-].[H-].[Li+].[Al+3].[Al+3].[Cl-].[Cl-].[Cl-]>CCOCC>[C:1]([O:5][C:6]([N:8]1[CH2:12][CH2:11][C@@H:10]([N:13]2[CH2:21][C:20]3[C:15](=[CH:16][CH:17]=[C:18]([Cl:23])[CH:19]=3)[CH2:14]2)[CH2:9]1)=[O:7])([CH3:4])([CH3:2])[CH3:3] |f:1.2.3.4.5.6,7.8.9.10|. Procedure: (R)-3-(5-Chloro-1,3-dioxo-1,3-dihydro-isoindol-2-yl)-pyrrolidine-1-carboxylic acid tert-butyl ester (0.200 g, 0.57 mmol) was dissolved in ether and cooled to 0° C. and LiAlH4 (2.85 mL, 2.8 mmol) was added dropwise, followed by AlCl3 (0.380 g, 2.8 mmol). The solution was allowed to stir at 0° C. for 1½ h and then slowly quenched with water and extracted with ethyl acetate (3×). The organic were collected together and dried over Mg2SO4, filtered and evaporated in vacuo, to yield the title compound... Procedure: A suspension of 2 g of 5-(2-chlorophenyl)-7-[2-(4-isobutylphenyl)ethyl]-3-methyl-1,3-dihydro-2H-thieno[2,3-e]-1,4-diazepin-2-one, melting at 188°-191° C. and 1.04 g of Lawesson reagent in 37 ml of toluene is stirred at 40°-45° C. for an hour. The resultant solution is concentrated under reduced pressure, and the residue is subjected to chromatography on silica gel and then eluted with chloroform-methanol (100:1 to 100:2). The objective fraction is concentrated under reduced pressure to give 1.2 ... The solvent is C1(=CC=CC=C1)C (toluene). As a reaction SMILES: [Cl:1][C:2]1[CH:7]=[CH:6][CH:5]=[CH:4][C:3]=1[C:8]1[C:9]2[CH:19]=[C:18]([CH2:20][CH2:21][C:22]3[CH:27]=[CH:26][C:25]([CH2:28][CH:29]([CH3:31])[CH3:30])=[CH:24][CH:23]=3)[S:17][C:10]=2[NH:11][C:12](=O)[CH:13]([CH3:15])[N:14]=1.COC1C=CC(P2(SP(C3C=CC(OC)=CC=3)(=S)S2)=[S:41])=CC=1>C1(C)C=CC=CC=1>[Cl:1][C:2]1[CH:7]=[CH:6][CH:5]=[CH:4][C:3]=1[C:8]1[C:9]2[CH:19]=[C:18]([CH2:20][CH2:21][C:22]3[CH:27]=[CH:26][C:25]([CH2:28][CH:29]([CH3:31])[CH3:30])=[CH:24][CH:23]=3)[S:17][C:10]=2[NH:11][C:12](=[S:41])[CH:13]([CH3:15])[N:14]=1. Reactants: ClC1=C(C=CC=C1)C=1C2=C(NC(C(N1)C)=O)SC(=C2)CCC2=CC=C(C=C2)CC(C)C (5-(2-chlorophenyl)-7-[2-(4-isobutylphenyl)ethyl]-3-methyl-1,3-dihydro-2H-thieno[2,3-e]-1,4-diazepin-2-one), COC=1C=CC(=CC1)P2(=S)SP(=S)(S2)C=3C=CC(=CC3)OC (Lawesson reagent). Yields the product ClC1=C(C=CC=C1)C=1C2=C(NC(C(N1)C)=S)SC(=C2)CCC2=CC=C(C=C2)CC(C)C (5-(2-chlorophenyl)-7-[2-(4-isobutylphenyl)ethyl]-3-methyl-1,3-dihydro-2H-thieno[2,3-e]-1,4-diazepine-2-thione). Yield: 99.9%. Starting materials: CCC=C(C=CCO)CC, CC(=O)OC(C)=O, c1ccncc1. The product is CCC=C(C=CCOC(C)=O)CC. RXN SMILES: [CH2:1]([CH3:2])[C:3]([CH:4]=[CH:5][CH2:6][OH:7])=[CH:8][CH2:9][CH3:10].[CH3:11][C:12](=[O:13])[O:14][C:15](=[O:16])[CH3:17].[cH:18]1[cH:19][cH:20][n:21][cH:22][cH:23]1>>[CH2:1]([CH3:2])[C:3]([CH:4]=[CH:5][CH2:6][O:7][C:12]([CH3:11])=[O:13])=[CH:8][CH2:9][CH3:10]. Starting materials: BrC1=NC=C(C=C1)C(F)(F)F (2-Bromo-5-trifluoromethylpyridine), C(C)OC(=O)C=1N(C2=CC=C(C=C2C1C(=O)OCC)Br)C1=CC=C(C=C1)OC(C)C (5-Bromo-1-(4-isopropoxyphenyl)indole-2,3-dicarboxylic acid diethyl ester), [Li]C(C)(C)C (t-BuLi), [NH4+].[Cl-] (NH4Cl), Cl (HCl). Reagents/catalysts: C1=CC=C(C=C1)P([C-]2C=CC=C2)C3=CC=CC=C3.C1=CC=C(C=C1)P([C-]2C=CC=C2)C3=CC=CC=C3.Cl[Pd]Cl.[Fe+2] (Pd(dppf)Cl2), [Cu]I (CuI), [Cl-].[Cl-].[Zn+2] (ZnCl2). Solvent: CCOCC (Et2O), CN1C(CCC1)=O (methylpyrrolidin-2-one), CCOCC (Et2O), C1CCOC1 (THF). Conditions: time 20 minute. Yields the product C(C)OC(=O)C=1N(C2=CC=C(C=C2C1C(=O)OCC)C1=NC=C(C=C1)C(F)(F)F)C1=CC=C(C=C1)OC(C)C (1-(4-Isopropoxyphenyl)-5-(5-trifluoromethylpyridin-2-yl)indole-2,3-dicarb-oxylic acid diethyl ester). As a reaction SMILES: [Li]C(C)(C)C.Br[C:7]1[CH:12]=[CH:11][C:10]([C:13]([F:16])([F:15])[F:14])=[CH:9][N:8]=1.[CH2:17]([O:19][C:20]([C:22]1[N:23]([C:37]2[CH:42]=[CH:41][C:40]([O:43][CH:44]([CH3:46])[CH3:45])=[CH:39][CH:38]=2)[C:24]2[C:29]([C:30]=1[C:31]([O:33][CH2:34][CH3:35])=[O:32])=[CH:28][C:27](Br)=[CH:26][CH:25]=2)=[O:21])[CH3:18].[NH4+].[Cl-].Cl>CCOCC.C1COCC1.[Cl-].[Cl-].[Zn+2].C1C=CC(P(C2C=CC=CC=2)[C-]2C=CC=C2)=CC=1.C1C=CC(P(C2C=CC=CC=2)[C-]2C=CC=C2)=CC=1.Cl[Pd]Cl.[Fe+2].[Cu]I.CN1CCCC1=O>[CH2:17]([O:19][C:20]([C:22]1[N:23]([C:37]2[CH:42]=[CH:41][C:40]([O:43][CH:44]([CH3:46])[CH3:45])=[CH:39][CH:38]=2)[C:24]2[C:29]([C:30]=1[C:31]([O:33][CH2:34][CH3:35])=[O:32])=[CH:28][C:27]([C:7]1[CH:12]=[CH:11][C:10]([C:13]([F:16])([F:15])[F:14])=[CH:9][N:8]=1)=[CH:26][CH:25]=2)=[O:21])[CH3:18] |f:3.4,8.9.10,11.12.13.14|. Procedure details: t-BuLi (1.5 M in pentane, 4.5 mL, 3 mmol) was added dropwise at −78° C. to Et2O (15 mL). 2-Bromo-5-trifluoromethylpyridine (762 mg, 3.37 mmol) in Et2O (5 mL) was added via syringe. After 20 min at −78° C. the cold mixture was cannulated to cooled (−78° C.) ZnCl2 (1 M in Et2O, 7.4 mL, 7.4 mmol). The mixture was allowed to warm to rt and was stirred at rt for 3 h. The mixture was diluted with THF (15 mL) and added to a mixture of 5-bromo-1-(4-isopropoxyphenyl)indole-2,3-dicarboxylic acid diethyl e... Reactants: CC(=O)O, CC(Cc1cccc(N)c1)(NC=O)c1ccccc1, [Cl-], Cl, [NH4+], [Na+], O=[N+]([O-])[O-], [OH-], O, O=S(=O)(O)O. The product is CC(Cc1cccc(Cl)c1)(NC=O)c1ccccc1. RXN SMILES: [CH3:33][C:34](=[O:35])[OH:36].[CH:6](=[O:7])[NH:8][C:9]([CH2:10][c:11]1[cH:12][c:13]([NH2:17])[cH:14][cH:15][cH:16]1)([CH3:18])[c:19]1[cH:20][cH:21][cH:22][cH:23][cH:24]1.[Cl-:25].[ClH:37].[NH4+:26].[Na+:1].[O-:2][N+:3](=[O:4])[O-:5].[OH-:27].[OH2:38].[S:28](=[O:29])(=[O:30])([OH:31])[OH:32]>>[CH:6](=[O:7])[NH:8][C:9]([CH2:10][c:11]1[cH:12][c:13]([Cl:25])[cH:14][cH:15][cH:16]1)([CH3:18])[c:19]1[cH:20][cH:21][cH:22][cH:23][cH:24]1. The reactants are ClC(C(=O)OCC)=NO (ethyl 2-chloro-2-(hydroxyimino)acetate), BrCC#C (3-bromoprop-1-yne), C([O-])(O)=O.[Na+] (sodium bicarbonate), O (water). The solvent is C(C)(=O)OCC (ethyl acetate), C(C)(=O)OCC (ethyl acetate). Conditions: time 24 hour. Product: BrCC1=CC(=NO1)C(=O)OCC (ethyl 5-(bromomethyl)isoxazole-3-carboxylate). Yield: 87.3%. Reaction SMILES: Cl[C:2](=[N:8][OH:9])[C:3]([O:5][CH2:6][CH3:7])=[O:4].[Br:10][CH2:11][C:12]#[CH:13].C(=O)(O)[O-].[Na+].O>C(OCC)(=O)C>[Br:10][CH2:11][C:12]1[O:9][N:8]=[C:2]([C:3]([O:5][CH2:6][CH3:7])=[O:4])[CH:13]=1 |f:2.3|. Procedure: A solution of ethyl 2-chloro-2-(hydroxyimino)acetate (11 g; 70.41 mmol) in ethyl acetate (60 mL) was added dropwise at room temperature to a mixture of 3-bromoprop-1-yne (15.2 mL; 141 mmol), sodium bicarbonate (11.95 g; 141 mmol), ethyl acetate (400 mL), and water (4 mL). The mixture was stirred at room temperature for 24 h and the solid was removed by filtration and washed with ethyl acetate. The filtrate was concentrated under reduced pressure and the residue was purified by flash chromatograp... Procedure details: This ester is reacted analogously to the process that is described for 4-(4-iodo-2-methoxyphenyl)-4-methyl-2-oxo-valeric acid. 8 g of the title compound is obtained as a light yellow oil. Yields the product ClC=1C(=C(C=CC1)C(CC(C(=O)O)=O)C)OC (4-(3-Chloro-2-methoxyphenyl)-2-oxo-valeric acid). RXN SMILES: COC(=O)C1C=CC=C([Cl:10])C=1OC.I[C:15]1[CH:20]=[CH:19][C:18]([C:21](C)([CH3:28])[CH2:22][C:23](=[O:27])[C:24]([OH:26])=[O:25])=[C:17]([O:30][CH3:31])[CH:16]=1>>[Cl:10][C:16]1[C:17]([O:30][CH3:31])=[C:18]([CH:21]([CH3:28])[CH2:22][C:23](=[O:27])[C:24]([OH:26])=[O:25])[CH:19]=[CH:20][CH:15]=1. Starting materials: COC(C1=C(C(=CC=C1)Cl)OC)=O (3-chloro-2-methoxybenzoic acid methyl ester), IC1=CC(=C(C=C1)C(CC(C(=O)O)=O)(C)C)OC (4-(4-iodo-2-methoxyphenyl)-4-methyl-2-oxo-valeric acid). Starting materials: COC(=O)C1CCC(C#N)CC1, C1CCOC1, [Li+], [OH-], O. Product: N#CC1CCC(C(=O)O)CC1. Reaction SMILES: [C:1](#[N:2])[CH:3]1[CH2:4][CH2:5][CH:6]([C:9](=[O:10])[O:11][CH3:12])[CH2:7][CH2:8]1.[CH2:15]1[O:16][CH2:17][CH2:18][CH2:19]1.[Li+:13].[OH-:14].[OH2:20]>>[C:1](#[N:2])[CH:3]1[CH2:4][CH2:5][CH:6]([C:9](=[O:10])[OH:11])[CH2:7][CH2:8]1.